describe an organic reaction: reactants, conditions, products, and yield From a dataset of the Open Reaction Database (ORD), a public repository of structured organic reaction records. The reactants are CCCCCCCC(=O)C([NH3+])(C(=O)CCCCCCC)C(=O)CCCCCCC, CCCCOC(=O)c1ccccc1O, ClCCl, [Cl-], CSC(C)=NOC(=O)N(C)SN(C)C(=O)F, [Na+], [OH-], O. Product: CCCCOC(=O)c1ccccc1OC(=O)N(C)SN(C)C(=O)ON=C(C)SC. RXN SMILES: [C:18]([C:19]([NH3+:20])([C:21](=[O:22])[CH2:23][CH2:24][CH2:25][CH2:26][CH2:27][CH2:28][CH3:29])[C:30](=[O:31])[CH2:32][CH2:33][CH2:34][CH2:35][CH2:36][CH2:37][CH3:38])(=[O:39])[CH2:40][CH2:41][CH2:42][CH2:43][CH2:44][CH2:45][CH3:46].[C:1]([c:2]1[c:3]([OH:4])[cH:5][cH:6][cH:7][cH:8]1)(=[O:9])[O:10][CH2:11][CH2:12][CH2:13][CH3:14].[CH2:64]([Cl:65])[Cl:66].[Cl-:17].[F:47][C:48](=[O:49])[N:50]([CH3:51])[S:52][N:53]([CH3:54])[C:55](=[O:56])[O:57][N:58]=[C:59]([CH3:60])[S:61][CH3:62].[Na+:16].[OH-:15].[OH2:63]>>[C:1]([c:2]1[c:3]([O:4][C:48](=[O:49])[N:50]([CH3:51])[S:52][N:53]([CH3:54])[C:55](=[O:56])[O:57][N:58]=[C:59]([CH3:60])[S:61][CH3:62])[cH:5][cH:6][cH:7][cH:8]1)(=[O:9])[O:10][CH2:11][CH2:12][CH2:13][CH3:14]. Starting materials: C(C)(=O)O (acetic acid), benzyl 1-(4-aminopyridin-3-lcarbamoyl)cyclopropylcarbamate, NC=1C=NC=CC1NC(=O)C1(CC1)NC(OCC1=CC=CC=C1)=O (benzyl 1-(3-aminopyridin-4-ylcarbamoyl)cyclopropylcarbamate), C([O-])([O-])=O.[Na+].[Na+] (sodium carbonate). The solvent is C(Cl)Cl.CO (DCM methanol). Conditions: temperature 120 celsius, time 10 minute. The product is N1C(=NC=2C=NC=CC21)C2(CC2)NC(OCC2=CC=CC=C2)=O (benzyl 1-(1H-imidazo[4,5-c]pyridin-2-yl)cyclopropylcarbamate). Isolated yield 70.0%. Reaction SMILES: C(O)(=O)C.[NH2:5][C:6]1[CH:7]=[N:8][CH:9]=[CH:10][C:11]=1[NH:12][C:13]([C:15]1([NH:18][C:19](=[O:28])[O:20][CH2:21][C:22]2[CH:27]=[CH:26][CH:25]=[CH:24][CH:23]=2)[CH2:17][CH2:16]1)=O.C(=O)([O-])[O-].[Na+].[Na+]>C(Cl)Cl.CO>[NH:12]1[C:11]2[CH:10]=[CH:9][N:8]=[CH:7][C:6]=2[N:5]=[C:13]1[C:15]1([NH:18][C:19](=[O:28])[O:20][CH2:21][C:22]2[CH:27]=[CH:26][CH:25]=[CH:24][CH:23]=2)[CH2:17][CH2:16]1 |f:2.3.4,5.6|. Reported procedure: To a medium size microwave vial was added 5 mL of acetic acid and 850 mgs of the crude reaction mixture prepared in the previous step (benzyl 1-(4-aminopyridin-3-lcarbamoyl)cyclopropylcarbamate and benzyl 1-(3-aminopyridin-4-ylcarbamoyl)cyclopropylcarbamate). The vial was sealed and the mixture heated at 120° C. for 70 minutes in the microwave. The vessel was cooled to near 0° C. and 50 mL of cold saturated sodium carbonate was added along with 100 mL of 10:1 DCM/methanol. The product was extrac... Starting materials: BrC1=C(C=CC=C1)CN1N=C(C(=C(C1=O)C(=O)NCC(=O)O)O)C(C)C (N-{[2-[(2-bromophenyl)methyl]-5-hydroxy-6-(1-methylethyl)-3-oxo-2,3-dihydro-4-pyridazinyl]carbonyl}glycine), FC(C1=CC=C(C=C1)B(O)O)(F)F (4-trifluoromethylphenylboronic Acid), C([O-])([O-])=O.[K+].[K+] (potassium carbonate), Cl (HCl). The reagents and catalysts are C=1C=CC(=CC1)[P](C=2C=CC=CC2)(C=3C=CC=CC3)[Pd]([P](C=4C=CC=CC4)(C=5C=CC=CC5)C=6C=CC=CC6)([P](C=7C=CC=CC7)(C=8C=CC=CC8)C=9C=CC=CC9)[P](C=1C=CC=CC1)(C=1C=CC=CC1)C=1C=CC=CC1 (tetrakis(triphenylphosphine)palladium). The solvent is O1CCOCC1 (1,4-Dioxane), O (Water), O (water). Yields the product OC1=C(C(N(N=C1C(C)C)CC1=C(C=CC=C1)C1=CC=C(C=C1)C(F)(F)F)=O)C(=O)NCC(=O)O (N-[(5-hydroxy-6-(1-methylethyl)-3-oxo-2-{[4′-(trifluoromethyl)-2-biphenylyl]methyl}-2,3-dihydro-4-pyridazinyl)carbonyl]glycine). The yield is 45.8%. As a reaction SMILES: Br[C:2]1[CH:7]=[CH:6][CH:5]=[CH:4][C:3]=1[CH2:8][N:9]1[C:14](=[O:15])[C:13]([C:16]([NH:18][CH2:19][C:20]([OH:22])=[O:21])=[O:17])=[C:12]([OH:23])[C:11]([CH:24]([CH3:26])[CH3:25])=[N:10]1.[F:27][C:28]([F:39])([F:38])[C:29]1[CH:34]=[CH:33][C:32](B(O)O)=[CH:31][CH:30]=1.C(=O)([O-])[O-].[K+].[K+].Cl>O1CCOCC1.O.C1C=CC([P]([Pd]([P](C2C=CC=CC=2)(C2C=CC=CC=2)C2C=CC=CC=2)([P](C2C=CC=CC=2)(C2C=CC=CC=2)C2C=CC=CC=2)[P](C2C=CC=CC=2)(C2C=CC=CC=2)C2C=CC=CC=2)(C2C=CC=CC=2)C2C=CC=CC=2)=CC=1>[OH:23][C:12]1[C:11]([CH:24]([CH3:26])[CH3:25])=[N:10][N:9]([CH2:8][C:3]2[CH:4]=[CH:5][CH:6]=[CH:7][C:2]=2[C:32]2[CH:33]=[CH:34][C:29]([C:28]([F:39])([F:38])[F:27])=[CH:30][CH:31]=2)[C:14](=[O:15])[C:13]=1[C:16]([NH:18][CH2:19][C:20]([OH:22])=[O:21])=[O:17] |f:2.3.4,^1:57,59,78,97|. Procedure details: To a 5 ml microwave tube was added N-{[2-[(2-bromophenyl)methyl]-5-hydroxy-6-(1-methylethyl)-3-oxo-2,3-dihydro-4-pyridazinyl]carbonyl}glycine (example 78(b), 75 mg, 0.177 mmol), 4-trifluoromethylphenylboronic Acid (33.6 mg, 0.177 mmol), potassium carbonate (73.3 mg, 0.530 mmol), and tetrakis(triphenylphosphine)palladium (0) (6.13 mg, 5.30 μmol) in 1,4-Dioxane (1.5 ml) and Water (0.500 ml). The mixture was irradiated at 100° C. for 20 minutes. The reaction mixture was diluted with water (5 ml), a... The reactants are C1CCOC1, CC(C)(C)[O-], CC(C)(C)OC(=O)N1CCC(O)(CCNC(=O)CCl)CC1, [K+]. Product: CC(C)(C)OC(=O)N1CCC2(CCNC(=O)CO2)CC1. As a reaction SMILES: [CH2:28]1[O:29][CH2:30][CH2:31][CH2:32]1.[CH3:22][C:23]([CH3:24])([O-:25])[CH3:26].[Cl:1][CH2:2][C:3](=[O:4])[NH:5][CH2:6][CH2:7][C:8]1([OH:21])[CH2:9][CH2:10][N:11]([C:14](=[O:15])[O:16][C:17]([CH3:18])([CH3:19])[CH3:20])[CH2:12][CH2:13]1.[K+:27]>>[CH2:2]1[C:3](=[O:4])[NH:5][CH2:6][CH2:7][C:8]2([CH2:9][CH2:10][N:11]([C:14](=[O:15])[O:16][C:17]([CH3:18])([CH3:19])[CH3:20])[CH2:12][CH2:13]2)[O:21]1. Starting materials: ClCCl (dichloromethane), C[Si](NS(=O)(=O)C1=CC=CC=C1)(C)C (N-trimethylsilylbenzenesulfonamide), CC=1CS([C@H]2N(C1C(=O)O)C(C2NC(CC2=CC=CC=C2)=O)=O)=O (3-methyl-7-phenylacetamido-3-cephem-4-carboxylic acid-1-oxide), NS(=O)(=O)O (amidosulfonic acid), BrN1C(CCC1=O)=O (N-bromosuccinimide). Product: BrCC=1CS([C@H]2N(C1C(=O)O[Si](C)(C)C)C(C2NC(CC2=CC=CC=C2)=O)=O)=O (trimethylsilyl 3-bromomethyl-7-phenylacetamido-3-cephem-4-carboxylate-1-oxide). Yield: 40.0%. Reaction SMILES: NS(O)(=O)=O.ClCCl.[CH3:9][Si:10]([CH3:22])([CH3:21])NS(C1C=CC=CC=1)(=O)=O.[CH3:23][C:24]1[CH2:25][S:26](=[O:46])[C@@H:27]2[CH:34]([NH:35][C:36](=[O:44])[CH2:37][C:38]3[CH:43]=[CH:42][CH:41]=[CH:40][CH:39]=3)[C:33](=[O:45])[N:28]2[C:29]=1[C:30]([OH:32])=[O:31].[Br:47]N1C(=O)CCC1=O>>[Br:47][CH2:23][C:24]1[CH2:25][S:26](=[O:46])[C@@H:27]2[CH:34]([NH:35][C:36](=[O:44])[CH2:37][C:38]3[CH:39]=[CH:40][CH:41]=[CH:42][CH:43]=3)[C:33](=[O:45])[N:28]2[C:29]=1[C:30]([O:32][Si:10]([CH3:22])([CH3:21])[CH3:9])=[O:31]. Reported procedure: 0.1 mg (1 mmole) of amidosulfonic acid was added to the clear solution obtained by refluxing 75 ml of dichloromethane containing 0.76 g (3.3 mmoles) of N-trimethylsilylbenzenesulfonamide and 350 mg (1.0 mmole) of 3-methyl-7-phenylacetamido-3-cephem-4-carboxylic acid-1-oxide for one and a half hours and the mixture obtained was cooled in an ice-bath. Bromination was carried out in one hour with 0.26 g (1.46 mmoles) of N-bromosuccinimide as the brominating agent to obtain a 40% yield of trimethyls... The reactants are CNCCN(C)C, CCSC1NC(=O)C(=Cc2ccc3c(cnn3Cc3ccc(Cl)cc3C(F)(F)F)c2)S1. RXN SMILES: [CH3:32][N:33]([CH2:34][CH2:35][NH:36][CH3:37])[CH3:38].[Cl:1][c:2]1[cH:3][c:4]([C:28]([F:29])([F:30])[F:31])[c:5]([CH2:6][n:7]2[n:8][cH:9][c:10]3[cH:11][c:12]([CH:16]=[C:17]4[C:18](=[O:25])[NH:19][CH:20]([S:22][CH2:23][CH3:24])[S:21]4)[cH:13][cH:14][c:15]23)[cH:26][cH:27]1>>[Cl:1][c:2]1[cH:3][c:4]([C:28]([F:29])([F:30])[F:31])[c:5]([CH2:6][n:7]2[n:8][cH:9][c:10]3[cH:11][c:12]([CH:16]=[C:17]4[C:18](=[O:25])[N:19]=[C:20]([N:36]([CH2:35][CH2:34][N:33]([CH3:32])[CH3:38])[CH3:37])[S:21]4)[cH:13][cH:14][c:15]23)[cH:26][cH:27]1. Yields the product CN(C)CCN(C)C1=NC(=O)C(=Cc2ccc3c(cnn3Cc3ccc(Cl)cc3C(F)(F)F)c2)S1. The reactants are C(#N)C[C@H](CC(=O)OCC)O ((R)-4-cyano-3-hydroxybutyric acid, ethyl ester), C1(=CC=CC=C1)CN(C(C)=O)CC1=CC=CC=C1 (N,N-bis(phenylmethyl)acetamide), C(C)(C)[N-]C(C)C.[Li+] (lithium diisopropylamide), Cl (hydrochloric acid). Run in O1CCCC1 (tetrahydrofuran), O1CCCC1 (tetrahydrofuran), O1CCCC1.CCCCCCC (tetrahydrofuran heptane). Conditions: time 30 minute. The product is C(#N)C[C@H](CC(CC(=O)N(CC1=CC=CC=C1)CC1=CC=CC=C1)=O)O ((R)-6-cyano-5-hydroxy-3-oxo-N,N-bis(phenylmethyl)hexanamide). RXN SMILES: [C:1]1([CH2:7][N:8]([CH2:12][C:13]2[CH:18]=[CH:17][CH:16]=[CH:15][CH:14]=2)[C:9](=[O:11])[CH3:10])[CH:6]=[CH:5][CH:4]=[CH:3][CH:2]=1.C([N-]C(C)C)(C)C.[Li+].[C:27]([CH2:29][C@@H:30]([OH:37])[CH2:31][C:32](OCC)=[O:33])#[N:28].Cl>O1CCCC1.O1CCCC1.CCCCCCC>[C:27]([CH2:29][C@@H:30]([OH:37])[CH2:31][C:32](=[O:33])[CH2:10][C:9]([N:8]([CH2:12][C:13]1[CH:18]=[CH:17][CH:16]=[CH:15][CH:14]=1)[CH2:7][C:1]1[CH:2]=[CH:3][CH:4]=[CH:5][CH:6]=1)=[O:11])#[N:28] |f:1.2,6.7|. Procedure details: To a stirred -10° C. solution of N,N-bis(phenylmethyl)acetamide (prepared from N,N-bis(phenylmethyl)amine and acetyl chloride by refluxing for 2 hours in toluene) (120 g, 0.5 mol) in tetrahydrofuran (0.5 L) is slowly added a solution of lithium diisopropylamide in tetrahydrofuran-heptane (0.25 L of 2 M) while maintaining the temperature between -30° C. to -45° C., and the mixture is stirred at -20° C. to -30° C. for 30 minutes. (R)-4-cyano-3-hydroxybutyric acid, ethyl ester (Brower, supra) (20 g... The reactants are ClC1=C(C=CC(=C1Cl)C(C1=C(C=CC=C1)F)=O)O (2,3-dichloro-4-(2-fluorobenzoyl)phenol), C(=O)([O-])[O-].[K+].[K+] (K2CO3), C(C=C)Br (allyl bromide), C(=CC)OC=CC (propenyl ether). Run in CC(CC)=O (2-butanone), CC(CC)=O (2-butanone), C1(=CC=CC=C1)OC1=CC=CC=C1 (diphenyl ether), CCCCCC (hexane). Product: ClC1=C(C(=CC(=C1Cl)C(C1=C(C=CC=C1)F)=O)C=CC)O (2,3-Dichloro-6-propenyl-4-(2-fluorobenzoyl)phenol). As a reaction SMILES: [Cl:1][C:2]1[C:7]([Cl:8])=[C:6]([C:9](=[O:17])[C:10]2[CH:15]=[CH:14][CH:13]=[CH:12][C:11]=2[F:16])[CH:5]=[CH:4][C:3]=1[OH:18].C([O-])([O-])=O.[K+].[K+].[CH2:25](Br)[CH:26]=[CH2:27].C(OC=CC)=CC>C1(OC2C=CC=CC=2)C=CC=CC=1.CCCCCC.CC(=O)CC>[Cl:1][C:2]1[C:7]([Cl:8])=[C:6]([C:9](=[O:17])[C:10]2[CH:15]=[CH:14][CH:13]=[CH:12][C:11]=2[F:16])[CH:5]=[C:4]([CH:25]=[CH:26][CH3:27])[C:3]=1[OH:18] |f:1.2.3|. Procedure: A mixture of 2,3-dichloro-4-(2-fluorobenzoyl)phenol (98 g., 0.343 mole), K2CO3 (94 g., 0.68 mole), allyl bromide (37 ml., 0.425 ml.) and 750 ml. of 2-butanone was heated at reflux for 4 hours. After cooling the 2-butanone was partially evaporated and the residue distributed between methylene chloride and aqueous NaCl. The organic layer was dried and evaporated to give 105 g. of the intermediate propenyl ether as a liquid. This material was dissolved in an equal volume of diphenyl ether and heate... Reactants: C#Cc1cccc(Br)c1, CCOC(C)=O, [Cu]I, FC(F)Oc1ccc(I)cc1, CN(C)C=O, O. Product: FC(F)Oc1ccc(C#Cc2cccc(Br)c2)cc1. As a reaction SMILES: [Br:1][c:2]1[cH:3][c:4]([C:8]#[CH:9])[cH:5][cH:6][cH:7]1.[CH3:21][CH2:22][O:23][C:24]([CH3:25])=[O:26].[Cu:33][I:34].[I:10][c:11]1[cH:12][cH:13][c:14]([O:17][CH:18]([F:19])[F:20])[cH:15][cH:16]1.[O:28]=[CH:29][N:30]([CH3:31])[CH3:32].[OH2:27]>>[Br:1][c:2]1[cH:3][c:4]([C:8]#[C:9][c:11]2[cH:12][cH:13][c:14]([O:17][CH:18]([F:19])[F:20])[cH:15][cH:16]2)[cH:5][cH:6][cH:7]1.